From a dataset of the Open Reaction Database (ORD), a public repository of structured organic reaction records. describe an organic reaction: reactants, conditions, products, and yield The reactants are CC(C)C(NC(=O)OC(C)(C)C)C(=O)NCCc1ccc2c(c1)OCO2, ClCCl. Yields the product CC(C)C(N)C(=O)NCCc1ccc2c(c1)OCO2. RXN SMILES: [C:1]([O:2][C:3](=[O:4])[NH:7][CH:8]([CH:9]([CH3:10])[CH3:11])[C:12]([NH:13][CH2:14][CH2:15][c:16]1[cH:17][c:18]2[c:19]([cH:23][cH:24]1)[O:20][CH2:21][O:22]2)=[O:25])([CH3:5])([CH3:6])[CH3:26].[Cl:27][CH2:28][Cl:29]>>[NH2:7][CH:8]([CH:9]([CH3:10])[CH3:11])[C:12]([NH:13][CH2:14][CH2:15][c:16]1[cH:17][c:18]2[c:19]([cH:23][cH:24]1)[O:20][CH2:21][O:22]2)=[O:25]. The reactants are CCCC[N+](CCCC)(CCCC)CCCC, C1CCOC1, CCOC(C)=O, [F-], COC(=O)c1ccc2c(ccn2[Si](C(C)C)(C(C)C)C(C)C)c1F. The product is COC(=O)c1ccc2[nH]ccc2c1F. As a reaction SMILES: [CH2:2]([N+:3]([CH2:4][CH2:5][CH2:6][CH3:7])([CH2:8][CH2:9][CH2:10][CH3:11])[CH2:12][CH2:13][CH2:14][CH3:15])[CH2:16][CH2:17][CH3:18].[CH2:43]1[O:44][CH2:45][CH2:46][CH2:47]1.[CH3:48][CH2:49][O:50][C:51]([CH3:52])=[O:53].[F-:1].[F:19][c:20]1[c:21]2[cH:22][cH:23][n:24]([Si:33]([CH:34]([CH3:35])[CH3:36])([CH:37]([CH3:38])[CH3:39])[CH:40]([CH3:41])[CH3:42])[c:25]2[cH:26][cH:27][c:28]1[C:29](=[O:30])[O:31][CH3:32]>>[F:19][c:20]1[c:21]2[cH:22][cH:23][nH:24][c:25]2[cH:26][cH:27][c:28]1[C:29](=[O:30])[O:31][CH3:32]. Starting materials: [OH-].[Na+] (sodium hydroxide), [H-].[H-].[H-].[H-].[Li+].[Al+3] (LAH), N(=[N+]=[N-])C(CI)C1OC(OC1)(C)C (4-(1-azido-2-iodoethyl)-2,2-dimethyl-1,3-dioxolane), [H-].[H-].[H-].[H-].[Li+].[Al+3] (LAH), [N-]=[N+]=[N-] (azide). Run in O (water), C(C)(C)(C)OC (MTBE), C(C)(C)(C)OC (methyl t-butyl ether). Conditions: time 8 hour. Yields the product CC1(OCC(O1)C1NC1)C (2-(2,2-dimethyl-1,3-dioxolan-4-yl)aziridine). As a reaction SMILES: [N:1]([CH:4]([CH:7]1[CH2:11][O:10][C:9]([CH3:13])([CH3:12])[O:8]1)[CH2:5]I)=[N+]=[N-].[H-].[H-].[H-].[H-].[Li+].[Al+3].[N-]=[N+]=[N-].[OH-].[Na+]>C(OC)(C)(C)C.O>[CH3:12][C:9]1([CH3:13])[O:8][CH:7]([CH:4]2[CH2:5][NH:1]2)[CH2:11][O:10]1 |f:1.2.3.4.5.6,8.9|. Procedure details: Iodoazide 19 was added as a methyl t-butyl ether (MTBE) solution to LAH in MTBE at a slow rate such that the solvent undergoes very mild reflux. At the completion of the azide addition, the reaction is stirred overnight and then worked up by the addition of 4 n mL water and n mL 2 N aq. sodium hydroxide solution for every n g of LAH used. The slurry was filtered and the ethereal solution of 20 carried on the next step. Reactants: CCN=C=NCCCN(C)C, CN(C)C=O, CCN(C(C)C)C(C)C, Cl, O=[N+]([O-])c1ccccc1N=C=S, N#CN, CC(N)C(C)(C)C, [Na], C1COCCO1. The product is CC(NC(=NC#N)Nc1ccccc1[N+](=O)[O-])C(C)(C)C. Reaction SMILES: [CH3:34][N:35]([CH3:36])[CH2:37][CH2:38][CH2:39][N:40]=[C:41]=[N:42][CH2:43][CH3:44].[CH3:51][N:52]([CH3:53])[CH:54]=[O:55].[CH:17]([N:18]([CH:19]([CH3:20])[CH3:21])[CH2:22][CH3:23])([CH3:24])[CH3:25].[ClH:33].[N+:1](=[O:2])([O-:3])[c:4]1[c:5]([N:10]=[C:11]=[S:12])[cH:6][cH:7][cH:8][cH:9]1.[N:13]#[C:14][NH2:15].[NH2:26][CH:27]([CH3:28])[C:29]([CH3:30])([CH3:31])[CH3:32].[Na:16].[O:45]1[CH2:46][CH2:47][O:48][CH2:49][CH2:50]1>>[N+:1](=[O:2])([O-:3])[c:4]1[c:5]([NH:10][C:11](=[N:15][C:14]#[N:13])[NH:26][CH:27]([CH3:28])[C:29]([CH3:30])([CH3:31])[CH3:32])[cH:6][cH:7][cH:8][cH:9]1. The reactants are NC1=CC=C(C(=O)N)C=C1 (p-aminobenzamide), C[Al](C)C (trimethylaluminium), FC1=C(C=CC(=C1)F)[C@]([C@@H](C)S[C@H]1CO[C@@H](OC1)C1=CC=C(C(=O)OC)C=C1)(CN1N=CN=C1)O (methyl 4-[trans-5-[[(1R,2R)-2-(2,4-difluorophenyl)-2-hydroxy-1-methyl-3-(1H-1,2,4-triazol-1-yl)propyl]thio]-1,3-dioxan-2-yl]benzoate). Yields the product C(N)(=O)C1=CC=C(NC(C2=CC=C(C=C2)[C@@H]2OC[C@H](CO2)S[C@@H]([C@@](CN2N=CN=C2)(O)C2=C(C=C(C=C2)F)F)C)=O)C=C1 (4′-Carbamoyl-4-[trans-5-[[(1R,2R)-2-(2,4-difluorophenyl)-2-hydroxy-1-methyl-3-(1H-1,2,4-triazol-1-yl)propyl]thio]-1,3-dioxan-2-yl]benzanilide). Isolated yield 36.1%. Reaction SMILES: [NH2:1][C:2]1[CH:10]=[CH:9][C:5]([C:6]([NH2:8])=[O:7])=[CH:4][CH:3]=1.C[Al](C)C.[F:15][C:16]1[CH:21]=[C:20]([F:22])[CH:19]=[CH:18][C:17]=1[C@@:23]([OH:49])([CH2:43][N:44]1[CH:48]=[N:47][CH:46]=[N:45]1)[C@H:24]([S:26][C@@H:27]1[CH2:32][O:31][C@@H:30]([C:33]2[CH:42]=[CH:41][C:36]([C:37](OC)=[O:38])=[CH:35][CH:34]=2)[O:29][CH2:28]1)[CH3:25]>>[C:6]([C:5]1[CH:9]=[CH:10][C:2]([NH:1][C:37](=[O:38])[C:36]2[CH:41]=[CH:42][C:33]([C@H:30]3[O:29][CH2:28][C@H:27]([S:26][C@H:24]([CH3:25])[C@:23]([C:17]4[CH:18]=[CH:19][C:20]([F:22])=[CH:21][C:16]=4[F:15])([OH:49])[CH2:43][N:44]4[CH:48]=[N:47][CH:46]=[N:45]4)[CH2:32][O:31]3)=[CH:34][CH:35]=2)=[CH:3][CH:4]=1)(=[O:7])[NH2:8]. Procedure: In the same manner as that described in Example 3(4), a reaction was carried out using commercially available p-aminobenzamide (162 mg, 1.2 mmol), trimethylaluminium (2.2 ml, 1.07M n-hexane solution, 2.4 mmol) and methyl 4-[trans-5-[[(1R,2R)-2-(2,4-difluorophenyl)-2-hydroxy-1-methyl-3-(1H-1,2,4-triazol-1-yl)propyl]thio]-1,3-dioxan-2-yl]benzoate (150 mg, 0.30 mmol), obtained in Example 12(1), and the reaction mixture was treated using a similar procedure to that described in Example 3(4) to affor... Starting materials: O (water), BrC1=CC(=C(C=C1)O)Cl (4-bromo-2-chlorophenol), C([O-])([O-])=O.[K+].[K+] (potassium carbonate), C(C)I (ethyl iodide). Solvent: CN(C)C=O (DMF). Conditions: time 68 hour. Yields the product BrC1=CC(=C(C=C1)OCC)Cl (4-bromo-2-chloro-1-ethoxybenzene). Reaction SMILES: [Br:1][C:2]1[CH:7]=[CH:6][C:5]([OH:8])=[C:4]([Cl:9])[CH:3]=1.C(=O)([O-])[O-].[K+].[K+].[CH2:16](I)[CH3:17].O>CN(C=O)C>[Br:1][C:2]1[CH:7]=[CH:6][C:5]([O:8][CH2:16][CH3:17])=[C:4]([Cl:9])[CH:3]=1 |f:1.2.3|. Reported procedure: To a mixture of 4-bromo-2-chlorophenol (10.81 g) and potassium carbonate (8.65 g) in DMF (10 ml) was added at room temperature ethyl iodide (4.17 ml), and the mixture was stirred for 68 hours. To the mixture was added water, and the mixture was extracted with hexane. The organic layer was washed with saturated brine and dried with magnesium sulfate. Under reduced pressure, the solvent was evaporated to give pale yellow oil of 4-bromo-2-chloro-1-ethoxybenzene (12.28 g). The reactants are BrC1=CC(=C(S1)C1=C(N=C2N1N=C(C=C2C(CC)CC)C)C)C (3-(5-bromo-3-methyl-thiophen-2-yl)-8-(1-ethyl-propyl)-2,6-dimethyl-imidazo[1,2-b]pyridazine), C1CCOC1 (THF), solution, [Br-].CC1=CC=CC(=N1)[Zn+] (6-methyl-2-pyridylzinc bromide). The reagents and catalysts are C1=CC=C(C=C1)P([C-]2C=CC=C2)C3=CC=CC=C3.C1=CC=C(C=C1)P([C-]2C=CC=C2)C3=CC=CC=C3.Cl[Pd]Cl.[Fe+2] (PdCl2(dppf)). Product: C(C)C(CC)C=1C=2N(N=C(C1)C)C(=C(N2)C)C=2SC(=CC2C)C2=NC(=CC=C2)C (8-(1-ethyl-propyl)-2,6-dimethyl-3-[3-methyl-5-(6-methyl-pyridin-2-yl)-thiophen-2-yl]-imidazo[1,2-b]pyridazine). Isolated yield 47.0%. As a reaction SMILES: Br[C:2]1[S:6][C:5]([C:7]2[N:11]3[N:12]=[C:13]([CH3:21])[CH:14]=[C:15]([CH:16]([CH2:19][CH3:20])[CH2:17][CH3:18])[C:10]3=[N:9][C:8]=2[CH3:22])=[C:4]([CH3:23])[CH:3]=1.[Br-].[CH3:25][C:26]1[N:31]=[C:30]([Zn+])[CH:29]=[CH:28][CH:27]=1.C1COCC1>C1C=CC(P(C2C=CC=CC=2)[C-]2C=CC=C2)=CC=1.C1C=CC(P(C2C=CC=CC=2)[C-]2C=CC=C2)=CC=1.Cl[Pd]Cl.[Fe+2]>[CH2:17]([CH:16]([C:15]1[C:10]2[N:11]([C:7]([C:5]3[S:6][C:2]([C:30]4[CH:29]=[CH:28][CH:27]=[C:26]([CH3:25])[N:31]=4)=[CH:3][C:4]=3[CH3:23])=[C:8]([CH3:22])[N:9]=2)[N:12]=[C:13]([CH3:21])[CH:14]=1)[CH2:19][CH3:20])[CH3:18] |f:1.2,4.5.6.7|. Reported procedure: Using a procedure similar to Example 32, 3-(5-bromo-3-methyl-thiophen-2-yl)-8-(1-ethyl-propyl)-2,6-dimethyl-imidazo[1,2-b]pyridazine (0.60 g, 1.53 mmol) and PdCl2(dppf) (0.056 g, 0.076 mmol) and 0.5 M solution of 6-methyl-2-pyridylzinc bromide in THF (6.0 mL, 3.06 mmol) furnish the title compound (0.29 g, 0.72 mmol, 47%). 1H NMR (CDCl3), δ 0.89 (t, J=7.5 Hz, 6H), 1.73-1.93 (m, 4H), 2.16 (s, 3H), 2.50 (s, 3H), 2.52 (s, 3H), 2.58 (s, 3H), 3.31-3.40 (m, 1H), 6.67 (s, 1H), 7.00 (d, J=7.9 Hz, 1H), 7....